Dataset: the Open Reaction Database (ORD), a public repository of structured organic reaction records. Task: describe an organic reaction: reactants, conditions, products, and yield Reactants: Cc1ccc2c(c1)CCN2, CS(C)=O, CCO, CCCCCC, ClCCl, N#Cc1ccccc1F, [H-], [Na+], O. Product: Cc1ccc2c(c1)CCN2c1ccccc1C#N. Reaction SMILES: [CH3:1][c:2]1[cH:3][c:4]2[c:8]([cH:9][cH:10]1)[NH:7][CH2:6][CH2:5]2.[CH3:23][S:24]([CH3:25])=[O:26].[CH3:27][CH2:28][OH:29].[CH3:33][CH2:34][CH2:35][CH2:36][CH2:37][CH3:38].[Cl:30][CH2:31][Cl:32].[F:13][c:14]1[c:15]([C:16]#[N:17])[cH:18][cH:19][cH:20][cH:21]1.[H-:11].[Na+:12].[OH2:22]>>[CH3:1][c:2]1[cH:3][c:4]2[c:8]([cH:9][cH:10]1)[N:7]([c:14]1[c:15]([C:16]#[N:17])[cH:18][cH:19][cH:20][cH:21]1)[CH2:6][CH2:5]2. The reactants are COC1=CC2=C(NC(=N2)S(=O)C2=C(C=CC=C2)C2=NC=CC(=C2)OC)C=C1 (5-Methoxy-2-[2-(4-methoxy-2-pyridinyl)phenylsulphinyl]-1H-benzimidazole), ClC1=CC(=CC=C1)C(=O)OO (m-Chloroperbenzoic acid). The solvent is C(C)(=O)OCC (ethyl acetate), C(C)(=O)OCC (ethyl acetate). Product: COC1=CC(=NC=C1)C1=C(C=CC=C1)S(=O)C (4-Methoxy-2-(2-methylsulphinylphenyl)-pyridine). As a reaction SMILES: COC1C=CC2N[C:8]([S:10]([C:12]3[CH:17]=[CH:16][CH:15]=[CH:14][C:13]=3[C:18]3[CH:23]=[C:22]([O:24][CH3:25])[CH:21]=[CH:20][N:19]=3)=[O:11])=NC=2C=1.ClC1C=CC=C(C(OO)=O)C=1>C(OCC)(=O)C>[CH3:25][O:24][C:22]1[CH:21]=[CH:20][N:19]=[C:18]([C:13]2[CH:14]=[CH:15][CH:16]=[CH:17][C:12]=2[S:10]([CH3:8])=[O:11])[CH:23]=1. Procedure details: The product of step (a) above (750 mg) in ethyl acetate (7 ml) was cooled to -10° and treated with a solution of m-Chloroperbenzoic acid (660 mg) in ethyl acetate (4 ml). After 1 hour the solution was washed with sodium bicarbonate solution, sodium bisulphate solution and brine then dried and evaporated. The residue was flash chromatographed (ethyl acetate) to produce the subtitle compound as a clear oil MS (FAB) M+1 at 248 bp 232.